This data is from the Open Reaction Database (ORD), a public repository of structured organic reaction records. The task is: describe an organic reaction: reactants, conditions, products, and yield The reactants are CC=1C=C(C=CC1OC=1C=NC(=CC1)C)NC1=NC=NC2=CC=C(C=C12)NC=1OC2C(N1)CNC2 (N4-[3-methyl-4-(6-methylpyridin-3-yloxy)-phenyl]-N6-(4,5,6,6a-tetrahydro-3aH-pyrrolo[3,4-d]oxazol-2-yl)-quinazoline-4,6-diamine), C(C)(=O)OC(C)=O (acetic anhydride). Solvent: N1=CC=CC=C1 (pyridine), C(Cl)Cl (methylene chloride). Product: CC=1C=C(C=CC1OC=1C=NC(=CC1)C)NC1=NC=NC2=CC=C(C=C12)NC=1OC2C(N1)CN(C2)C(C)=O (1-(2-{4-[3-Methyl-4-(6-methylpyridin-3-yloxy)-phenylamino]-quinazolin-6-ylamino}-3a,4,6,6a-tetrahydropyrrolo[3,4-d]oxazol-5-yl)-ethanone). As a reaction SMILES: [CH3:1][C:2]1[CH:3]=[C:4]([NH:16][C:17]2[C:26]3[C:21](=[CH:22][CH:23]=[C:24]([NH:27][C:28]4[O:29][CH:30]5[CH2:35][NH:34][CH2:33][CH:31]5[N:32]=4)[CH:25]=3)[N:20]=[CH:19][N:18]=2)[CH:5]=[CH:6][C:7]=1[O:8][C:9]1[CH:10]=[N:11][C:12]([CH3:15])=[CH:13][CH:14]=1.[C:36](OC(=O)C)(=[O:38])[CH3:37]>N1C=CC=CC=1.C(Cl)Cl>[CH3:1][C:2]1[CH:3]=[C:4]([NH:16][C:17]2[C:26]3[C:21](=[CH:22][CH:23]=[C:24]([NH:27][C:28]4[O:29][CH:30]5[CH2:35][N:34]([C:36](=[O:38])[CH3:37])[CH2:33][CH:31]5[N:32]=4)[CH:25]=3)[N:20]=[CH:19][N:18]=2)[CH:5]=[CH:6][C:7]=1[O:8][C:9]1[CH:10]=[N:11][C:12]([CH3:15])=[CH:13][CH:14]=1. Procedure details: 1-(2-{4-[3-Methyl-4-(6-methylpyridin-3-yloxy)-phenylamino]-quinazolin-6-ylamino}-3a,4,6,6a-tetrahydropyrrolo[3,4-d]oxazol-5-yl)-ethanone is prepared from N4-[3-methyl-4-(6-methylpyridin-3-yloxy)-phenyl]-N6-(4,5,6,6a-tetrahydro-3aH-pyrrolo[3,4-d]oxazol-2-yl)-quinazoline-4,6-diamine by standard acetylation methods using acetic anhydride in a mixture of pyridine and methylene chloride. MS APCI (+) m/z 510 (M+1) detected; 1H NMR (400 mHz, CD3OD) δ 8.44 (s, 1H), 8.26 (d, 1H), 8.13 (d, 1H), 7.71 (m, 2... As a reaction SMILES: Cl.C(O[N:5]=[CH:6][C:7]1[CH:8]=[C:9]2[C:13](=[CH:14][CH:15]=1)[NH:12][N:11]=[C:10]2[C:16]1[CH:17]=[C:18]([NH:22][C:23]([C:25]2[CH:26]=[N:27][CH:28]=[CH:29][CH:30]=2)=[O:24])[CH:19]=[CH:20][CH:21]=1)C.[NH2:31][NH:32][C:33](=O)[CH2:34][N:35]([CH3:37])[CH3:36].C[O-].[Na+]>CO>[CH3:36][N:35]([CH2:34][C:33]1[NH:32][N:31]=[C:6]([C:7]2[CH:8]=[C:9]3[C:13](=[CH:14][CH:15]=2)[NH:12][N:11]=[C:10]3[C:16]2[CH:17]=[C:18]([NH:22][C:23]([C:25]3[CH:26]=[N:27][CH:28]=[CH:29][CH:30]=3)=[O:24])[CH:19]=[CH:20][CH:21]=2)[N:5]=1)[CH3:37] |f:0.1,3.4|. Run in CO (methanol). Procedure details: The title compound was prepared according to example Example 329 C using N-{3-[5-(ethoxyiminomethyl)(1H-indazol-3-yl)]phenyl}-3-pyridylcarboxamide hydrochloride (0.400 g, 0.873 mmol), N-amino-2-(dimethylamino)acetamide (0.306 g, 2.62 mmol) and sodium methoxide in methanol (0.609 mL, 4.37 M). The title compound was isolated after purification by preparative HPLC (0.037 g, 10% yield): 1H NMR (CD3OD) δ 9.16 (dd, 1H), 8.79 (d, 1H), 8.75 (dd, 1H), 8.43 (dt, 1H), 8.39 (s, 1H), 8.09 (dd, 1H), 7.89–7.83... The product is CN(C)CC1=NC(=NN1)C=1C=C2C(=NNC2=CC1)C=1C=C(C=CC1)NC(=O)C=1C=NC=CC1 (N-[3-(5-{5-[(Dimethylamino)methyl](1H-1,2,4-triazol-3-yl)}(1H-indazol-3-yl))phenyl]-3-pyridylcarboxamide). The reactants are Cl.C(C)ON=CC=1C=C2C(=NNC2=CC1)C=1C=C(C=CC1)NC(=O)C=1C=NC=CC1 (N-{3-[5-(ethoxyiminomethyl)(1H-indazol-3-yl)]phenyl}-3-pyridylcarboxamide hydrochloride), NNC(CN(C)C)=O (N-amino-2-(dimethylamino)acetamide), C[O-].[Na+] (sodium methoxide). The reactants are FC1=CC=C(C=C1)C1(C(OC2=C1C(=C(C(=C2C)C)N2CCN(CC2)C2=CC=C(C=C2)OC)C)(C)C)O (3-(4-fluorophenyl)-5-(4-(4-methoxyphenyl)piperazin-1-yl)-2,2,4,6,7-pentamethyl-2,3-dihydro-1-benzofuran-3-ol). The solvent is C(C)O (ethanol). The product is FC1=CC=C(C=C1)C1C(OC2=C1C(=C(C(=C2C)C)N2CCN(CC2)C2=CC=C(C=C2)OC)C)(C)C (1-(3-(4-fluorophenyl)-2,2,4,6,7-pentamethyl-2,3-dihydro-1-benzofuran-5-yl)-4-(4-methoxyphenyl)piperazine). Isolated yield 78.0%. RXN SMILES: [F:1][C:2]1[CH:7]=[CH:6][C:5]([C:8]2(O)[C:12]3[C:13]([CH3:33])=[C:14]([N:19]4[CH2:24][CH2:23][N:22]([C:25]5[CH:30]=[CH:29][C:28]([O:31][CH3:32])=[CH:27][CH:26]=5)[CH2:21][CH2:20]4)[C:15]([CH3:18])=[C:16]([CH3:17])[C:11]=3[O:10][C:9]2([CH3:35])[CH3:34])=[CH:4][CH:3]=1>C(O)C>[F:1][C:2]1[CH:7]=[CH:6][C:5]([CH:8]2[C:12]3[C:13]([CH3:33])=[C:14]([N:19]4[CH2:24][CH2:23][N:22]([C:25]5[CH:26]=[CH:27][C:28]([O:31][CH3:32])=[CH:29][CH:30]=5)[CH2:21][CH2:20]4)[C:15]([CH3:18])=[C:16]([CH3:17])[C:11]=3[O:10][C:9]2([CH3:35])[CH3:34])=[CH:4][CH:3]=1. Procedure: Using 3-(4-fluorophenyl)-5-(4-(4-methoxyphenyl)piperazin-1-yl)-2,2,4,6,7-pentamethyl-2,3-dihydro-1-benzofuran-3-ol obtained in Example 64, the title compound was synthesized in the same manner as in Example 46. Yield 78%. mp. 139–141° C. (ethanol).